This data is from the Open Reaction Database (ORD), a public repository of structured organic reaction records. The task is: describe an organic reaction: reactants, conditions, products, and yield The reactants are C(C)(C)C1=CC=C(C=C1)C(C(C)C)(O)C1=C(C=CC=C1)OC (1-(4-isopropylphenyl)-1-(2-methoxyphenyl)-2-methylpropan-1-ol), C(C)(=O)O (acetic acid), O (water), Example 82, Br (hydrobromic acid). Product: C(C)(C)C1=CC=C(C=C1)C1C(OC2=C1C=CC=C2)(C)C (3-(4-Isopropylphenyl)-2,2-dimethyl-2,3-dihydro-1-benzofuran). Isolated yield 89.0%. RXN SMILES: [CH:1]([C:4]1[CH:9]=[CH:8][C:7]([C:10]([C:15]2[CH:20]=[CH:19][CH:18]=[CH:17][C:16]=2OC)(O)[CH:11]([CH3:13])[CH3:12])=[CH:6][CH:5]=1)([CH3:3])[CH3:2].Br.C(O)(=O)C.[OH2:28]>>[CH:1]([C:4]1[CH:9]=[CH:8][C:7]([CH:10]2[C:15]3[CH:16]=[CH:17][CH:18]=[CH:19][C:20]=3[O:28][C:11]2([CH3:13])[CH3:12])=[CH:6][CH:5]=1)([CH3:3])[CH3:2]. Procedure: A mixture of 1-(4-isopropylphenyl)-1-(2-methoxyphenyl)-2-methylpropan-1-ol obtained in Reference Example 82 (3.4 g, 11.4 mmol), 48% hydrobromic acid (50 mL) and acetic acid (10 mL) was heated under reflux under argon atmosphere for 16 hours. After cooling, water was added to the reaction solution, which was extracted with ethyl acetate, and the combined organic layer was washed with water, dried over magnesium sulfate, filtered and then concentrated under reduced pressure. The obtained residue w...